Dataset: the Open Reaction Database (ORD), a public repository of structured organic reaction records. Task: describe an organic reaction: reactants, conditions, products, and yield Reactants: OC=1C(=NC=C(C1)C)CCCC#N (3-hydroxy-2-(3-cyanopropyl)-5-methylpyridine), [H-].[Na+] (sodium hydride), C(CC)I (n-propyl iodide). Run in CS(=O)C (dimethyl sulphoxide), CS(=O)C (dimethyl sulphoxide). Reaction conditions: time 4 hour. The product is C(CC)OC=1C(=NC=C(C1)C)CCCC#N (3-n-propyloxy-2-(3-cyanopropyl)-5-methylpyridine). Reaction SMILES: [OH:1][C:2]1[C:3]([CH2:9][CH2:10][CH2:11][C:12]#[N:13])=[N:4][CH:5]=[C:6]([CH3:8])[CH:7]=1.[H-].[Na+].[CH2:16](I)[CH2:17][CH3:18]>CS(C)=O>[CH2:16]([O:1][C:2]1[C:3]([CH2:9][CH2:10][CH2:11][C:12]#[N:13])=[N:4][CH:5]=[C:6]([CH3:8])[CH:7]=1)[CH2:17][CH3:18] |f:1.2|. Reported procedure: A solution of 3-hydroxy-2-(3-cyanopropyl)-5-methylpyridine from Example 3(a) (1.5 g), in dimethyl sulphoxide (11 ml) was first treated with sodium hydride (0.2 g) and then with n-propyl iodide in dimethyl sulphoxide (3 ml) at 17°-20° C. After stirring for four hours at room temperature, the solvent was removed in vacuo and the residue partitioned between chloroform and water, the chloroform extract was evaporated to dryness to give 3-n-propyloxy-2-(3-cyanopropyl)-5-methylpyridine (1.79 g) N.M.R.... Reactants: C(C)OCC (diethyl ether), Cl.ClC1=CC=C(C=C1)NN ((4-Chlorophenyl)hydrazine hydrochloride), C(O)([O-])=O.[Na+] (sodium hydrogencarbonate). Solvent: O1CCCC1 (tetrahydrofuran). The product is ClC1=CC=C(C=C1)NN ((4-chlorophenyl)hydrazine). RXN SMILES: Cl.[Cl:2][C:3]1[CH:8]=[CH:7][C:6]([NH:9][NH2:10])=[CH:5][CH:4]=1.C(OCC)C.C(=O)([O-])O.[Na+]>O1CCCC1>[Cl:2][C:3]1[CH:8]=[CH:7][C:6]([NH:9][NH2:10])=[CH:5][CH:4]=1 |f:0.1,3.4|. Reported procedure: (4-Chlorophenyl)hydrazine hydrochloride (3.00 g) was dissolved in tetrahydrofuran (50 ml), diethyl ether (50 ml) and a saturated aqueous solution of sodium hydrogencarbonate. An organic layer was separated, dried over anhydrous sodium sulfate and then concentrated, giving (4-chlorophenyl)hydrazine as a brown solid. This product was dissolved in benzene (15 ml), and the solution was heated under reflux, to which a solution of diphenyl carbonate (5.22 g) in benzene (8.0 ml) was added dropwise over... As a reaction SMILES: [CH2:27]1[O:28][CH2:29][CH2:30][O:31][CH2:32]1.[CH3:20][c:21]1[cH:22][cH:23][cH:24][cH:25][cH:26]1.[CH3:2][O:3][C:4](=[O:5])[CH:6]1[CH:7]([NH:12][C:13]([O:14][C:15]([CH3:16])([CH3:17])[CH3:18])=[O:19])[CH2:8][CH2:9][CH2:10][CH2:11]1.[ClH:1]>>[CH3:2][O:3][C:4](=[O:5])[CH:6]1[CH:7]([NH2:12])[CH2:8][CH2:9][CH2:10][CH2:11]1. The reactants are C1COCCO1, Cc1ccccc1, COC(=O)C1CCCCC1NC(=O)OC(C)(C)C, Cl. Yields the product COC(=O)C1CCCCC1N. Reactants: C1(=CC=CC=C1)P(C1=CC=CC=C1)C1=CC=CC=C1 (triphenylphosphine), ClN1C(CCC1=O)=O (N-chlorosuccinimide), OCC1=CC=C(C=C1)C1=C(N=C(N1)C1=CC=CC2=CC=CC=C12)C(=O)NC=1SC=CN1 (5-(4-hydroxymethylphenyl)-2-(1-naphthyl)-N-(2-thiazolyl)imidazole-4-carboxamide), C1(=CC=CC=C1)P(C1=CC=CC=C1)C1=CC=CC=C1 (triphenylphosphine), ClN1C(CCC1=O)=O (N-chlorosuccinimide), ice water. The solvent is O1CCCC1 (tetrahydrofuran). Reaction conditions: time 15 minute. Product: Cl.ClCC1=CC=C(C=C1)C1=C(N=C(N1)C1=CC=CC2=CC=CC=C12)C(=O)NC=1SC=CN1 (5-(4-chloromethylphenyl)-2-(1-naphthyl)-N-(2-thiazolyl)imidazole-4-carboxamide hydrochloride). Yield: 51.4%. Reaction SMILES: O[CH2:2][C:3]1[CH:8]=[CH:7][C:6]([C:9]2[NH:13][C:12]([C:14]3[C:23]4[C:18](=[CH:19][CH:20]=[CH:21][CH:22]=4)[CH:17]=[CH:16][CH:15]=3)=[N:11][C:10]=2[C:24]([NH:26][C:27]2[S:28][CH:29]=[CH:30][N:31]=2)=[O:25])=[CH:5][CH:4]=1.C1(P(C2C=CC=CC=2)C2C=CC=CC=2)C=CC=CC=1.[Cl:51]N1C(=O)CCC1=O>O1CCCC1>[ClH:51].[Cl:51][CH2:2][C:3]1[CH:8]=[CH:7][C:6]([C:9]2[NH:13][C:12]([C:14]3[C:23]4[C:18](=[CH:19][CH:20]=[CH:21][CH:22]=4)[CH:17]=[CH:16][CH:15]=3)=[N:11][C:10]=2[C:24]([NH:26][C:27]2[S:28][CH:29]=[CH:30][N:31]=2)=[O:25])=[CH:5][CH:4]=1 |f:4.5|. Procedure: 5-(4-Hydroxymethylphenyl)-2-(1-naphthyl)-N-(2-thiazolyl)-imidazole-4-carboxamide (1.0 g) obtained in Example 61 was dissolved in tetrahydrofuran (200 ml), and triphenylphosphine (1.24 g) and N-chlorosuccinimide (633 mg) were added. The mixture was stirred for 15 min and triphenylphosphine (1.24 g) and N-chlorosuccinimide (633 mg) were added. The mixture was stirred for 30 min. The reaction mixture was poured into ice water and extracted with ethyl acetate. The ethyl acetate layer was washed with... Starting materials: CCn1cnc(CCN)c1, CC(C)C(=O)NC1CC(n2cnc3c(N)nc(Cl)nc32)C(O)C1O. Yields the product CCn1cnc(CCNc2nc(N)c3ncn(C4CC(NC(=O)C(C)C)C(O)C4O)c3n2)c1. As a reaction SMILES: [CH2:25]([CH3:26])[n:27]1[cH:28][n:29][c:30]([CH2:32][CH2:33][NH2:34])[cH:31]1.[NH2:1][c:2]1[c:3]2[n:4][cH:5][n:6]([CH:12]3[CH:13]([OH:24])[CH:14]([OH:23])[CH:15]([NH:17][C:18]([CH:19]([CH3:20])[CH3:21])=[O:22])[CH2:16]3)[c:7]2[n:8][c:9]([Cl:11])[n:10]1>>[NH2:1][c:2]1[c:3]2[n:4][cH:5][n:6]([CH:12]3[CH:13]([OH:24])[CH:14]([OH:23])[CH:15]([NH:17][C:18]([CH:19]([CH3:20])[CH3:21])=[O:22])[CH2:16]3)[c:7]2[n:8][c:9]([NH:34][CH2:33][CH2:32][c:30]2[n:29][cH:28][n:27]([CH2:25][CH3:26])[cH:31]2)[n:10]1. Starting materials: C1(=CC=CC=C1)C1=CC=2N(N=CC2S1)C(C)=O (1-(5-phenyl-thieno[3,2-c]pyrazol-1-yl)-ethanone), C1(=CC=CC=C1)C1=CC=2N(N=CC2S1)C(C)=O (1-(5-phenyl-thieno[3,2-c]pyrazol-1-yl)-ethanone), C(C)O (ethanol), Cl (hydrochloric acid), C([O-])([O-])=O.[K+].[K+] (potassium carbonate). Solvent: O (water). Reaction conditions: temperature 70 celsius, time 18 hour. Product: C1(=CC=CC=C1)C1=CC=2NN=CC2S1 (5-phenyl-1H-thieno[3,2-c]pyrazole). The yield is 92.6%. As a reaction SMILES: [C:1]1([C:7]2[S:14][C:13]3[CH:12]=[N:11][N:10](C(=O)C)[C:9]=3[CH:8]=2)[CH:6]=[CH:5][CH:4]=[CH:3][CH:2]=1.C(O)C.Cl.C(=O)([O-])[O-].[K+].[K+]>O>[C:1]1([C:7]2[S:14][C:13]3[CH:12]=[N:11][NH:10][C:9]=3[CH:8]=2)[CH:2]=[CH:3][CH:4]=[CH:5][CH:6]=1 |f:3.4.5|. Procedure: To a mixture of 1-(5-phenyl-thieno[3,2-c]pyrazol-1-yl)-ethanone [3.82 g, 15.8 mmol, Intermediate (44)] and ethanol (50 mL) was added 6 N hydrochloric acid (50.0 mL, 300 mmol) in one portion and the resulting mixture heated at 70° C. After 18 hours, the reaction was cooled to ambient temperature and neutralized with 25% aqueous potassium carbonate. The mixture was diluted with water (200 mL) and aged at 0° C. for 1 hour. The resulting solid was collected, washed three times with water (50 mL), an... Reactants: ClC1=CC=C(C=C1)C(C(=O)NNC(=O)C=1C(=NC2=CC=CC=C2C1C)C)(C)C (N′-(2-(4-chlorophenyl)-2-methylpropanoyl)-2,4-dimethylquinoline-3-carbohydrazide), COC(=O)CC[N+](CC)(CC)S(N)(=O)=O (methoxycarbonyl-sulfamoyltriethylammonium). Run in C(C)(=O)OCC (ethyl acetate), O1CCCC1 (tetrahydrofuran). Conditions: temperature 60 celsius. Yields the product ClC1=CC=C(C=C1)C(C)(C)C=1OC(=NN1)C=1C(=NC2=CC=CC=C2C1C)C (2-(2-(4-chlorophenyl)propan-2-yl)-5-(2,4-dimethylquinolin-3-yl)-1,3,4-oxadiazole). The yield is 36.2%. RXN SMILES: [Cl:1][C:2]1[CH:7]=[CH:6][C:5]([C:8]([CH3:28])([CH3:27])[C:9]([NH:11][NH:12][C:13]([C:15]2[C:16]([CH3:26])=[N:17][C:18]3[C:23]([C:24]=2[CH3:25])=[CH:22][CH:21]=[CH:20][CH:19]=3)=O)=[O:10])=[CH:4][CH:3]=1.COC(CC[N+](S(=O)(=O)N)(CC)CC)=O>O1CCCC1.C(OCC)(=O)C>[Cl:1][C:2]1[CH:3]=[CH:4][C:5]([C:8]([C:9]2[O:10][C:13]([C:15]3[C:16]([CH3:26])=[N:17][C:18]4[C:23]([C:24]=3[CH3:25])=[CH:22][CH:21]=[CH:20][CH:19]=4)=[N:12][N:11]=2)([CH3:27])[CH3:28])=[CH:6][CH:7]=1. Procedure details: To a solution of N′-(2-(4-chlorophenyl)-2-methylpropanoyl)-2,4-dimethylquinoline-3-carbohydrazide (592 mg, 1.5 mmol) in dry tetrahydrofuran (5 ml) was added Burgess's reagent (methoxycarbonyl-sulfamoyltriethylammonium inner salt; 714 mg, 3.0 mmol). The mixture was heated at 60° C. for 1 hour, diluted with ethyl acetate, and washed with water, saturated sodium bicarbonate, and then brine. The organic phase was separated, and the solvent removed under reduced pressure, to provide 2-(2-(4-chlorophe...